Dataset: the Open Reaction Database (ORD), a public repository of structured organic reaction records. Task: describe an organic reaction: reactants, conditions, products, and yield The reactants are BrCCCOC1=CC=CC=2N(C(=NC21)COC2=CC=C(C=C2)Cl)CCCC2CCN(CC2)C(=O)OC(C)(C)C (4-[3-bromopropoxy]-2-[(4-chlorophenoxy)methyl]-1-[3-[1-(t-butoxycarbonyl)piperidin-4-yl]propyl]benzimidazole), C([O-])([O-])=O.[K+].[K+] (potassium carbonate), N1(CCCCC1)CCC1NCCCC1 (2-[2-(piperidin-1-yl)ethyl]piperidine). The solvent is CN(C=O)C (N,N-dimethylformamide). Reaction conditions: temperature 80 celsius, time 6 hour. Yields the product N1(CCCCC1)CCC1N(CCCC1)CCCOC1=CC=CC=2N(C(=NC21)COC2=CC=C(C=C2)Cl)CCCC2CCN(CC2)C(=O)OC(C)(C)C ((RS) 4-[3-[2-[2-(piperidin-1-yl)ethyl]piperidin-1-yl]propoxy]-2-[(4-chlorophenoxy)methyl]-1-[3-[1-(t-butoxycarbonyl)piperidin-4-yl]propyl]benzimidazole). As a reaction SMILES: Br[CH2:2][CH2:3][CH2:4][O:5][C:6]1[C:14]2[N:13]=[C:12]([CH2:15][O:16][C:17]3[CH:22]=[CH:21][C:20]([Cl:23])=[CH:19][CH:18]=3)[N:11]([CH2:24][CH2:25][CH2:26][CH:27]3[CH2:32][CH2:31][N:30]([C:33]([O:35][C:36]([CH3:39])([CH3:38])[CH3:37])=[O:34])[CH2:29][CH2:28]3)[C:10]=2[CH:9]=[CH:8][CH:7]=1.C(=O)([O-])[O-].[K+].[K+].[N:46]1([CH2:52][CH2:53][CH:54]2[CH2:59][CH2:58][CH2:57][CH2:56][NH:55]2)[CH2:51][CH2:50][CH2:49][CH2:48][CH2:47]1>CN(C)C=O>[N:46]1([CH2:52][CH2:53][CH:54]2[CH2:59][CH2:58][CH2:57][CH2:56][N:55]2[CH2:2][CH2:3][CH2:4][O:5][C:6]2[C:14]3[N:13]=[C:12]([CH2:15][O:16][C:17]4[CH:22]=[CH:21][C:20]([Cl:23])=[CH:19][CH:18]=4)[N:11]([CH2:24][CH2:25][CH2:26][CH:27]4[CH2:32][CH2:31][N:30]([C:33]([O:35][C:36]([CH3:39])([CH3:38])[CH3:37])=[O:34])[CH2:29][CH2:28]4)[C:10]=3[CH:9]=[CH:8][CH:7]=2)[CH2:51][CH2:50][CH2:49][CH2:48][CH2:47]1 |f:1.2.3|. Procedure: A solution of 4-[3-bromopropoxy]-2-[(4-chlorophenoxy)methyl]-1-[3-[1-(t-butoxycarbonyl)piperidin-4-yl]propyl]benzimidazole (77 mg, 0.124 mmol, 1 eq) in anhydrous N,N-dimethylformamide (2 ml) was treated with potassium carbonate (51.3 mg, 0.37 mmol, 2 eq) and 2-[2-(piperidin-1-yl)ethyl]piperidine (0.19 mmol, 1.5 eq). The resulting mixture was stirred at 80° C. for six hours. The reaction was quenched by the addition of water (10 ml). The aqueous fraction was extracted with ethyl acetate (3×10 ml)... Reactants: C1CCOC1, NN, Nc1ncc(Br)c2cc(F)ccc12, [Na+], O=C([O-])O. Yields the product NNc1ccc2c(N)ncc(Br)c2c1. Reaction SMILES: [CH2:21]1[O:22][CH2:23][CH2:24][CH2:25]1.[NH2:14][NH2:15].[NH2:1][c:2]1[n:3][cH:4][c:5]([Br:13])[c:6]2[cH:7][c:8]([F:12])[cH:9][cH:10][c:11]12.[Na+:20].[O-:16][C:17]([OH:18])=[O:19]>>[NH2:1][c:2]1[n:3][cH:4][c:5]([Br:13])[c:6]2[cH:7][c:8]([NH:14][NH2:15])[cH:9][cH:10][c:11]12. Solvent: ClCCl (dichloromethane). Reactants: OC(C)C(C(=O)OCC)=C (ethyl 2-(1-hydroxyethyl)acrylate), N1=CC=CC=C1 (pyridine), C(C)(=O)Cl (acetyl chloride). As a reaction SMILES: [OH:1][CH:2]([C:4](=[CH2:10])[C:5]([O:7][CH2:8][CH3:9])=[O:6])[CH3:3].N1C=CC=CC=1.[C:17](Cl)(=[O:19])[CH3:18]>ClCCl>[C:17]([O:1][CH:2]([C:4](=[CH2:10])[C:5]([O:7][CH2:8][CH3:9])=[O:6])[CH3:3])(=[O:19])[CH3:18]. Product: C(C)(=O)OC(C)C(C(=O)OCC)=C (ethyl 2-(1-acetoxyethyl)acrylate). Conditions: time 1 hour. Procedure details: To a solution of ethyl 2-(1-hydroxyethyl)acrylate (40 g) and pyridine (26.9 ml) in dichloromethane (277 ml) was added dropwise acetyl chloride (23.7 ml) at 0° C. The reaction mixture was stirred for 1 hour and quenched with water (200 ml). The aqueous layer was separated and extracted twice with dichloromethane. The combined organic layers were washed with 1N hydrochloric acid, saturated aqueous sodium hydrogen carbonate water and an aqueous sodium chloride in turn, and then, dried over magnesiu... Starting materials: C1CCOC1 (THF), BrC1=CC(=NC=C1)OCC1=CC(=C(C=C1)C1=C(C=CC(=C1)OC)F)C(C)(C)C (4-Bromo-2-(((2-(1,1-dimethylethyl)-2′-fluoro-5′-(methyloxy)-1,1′-biphenyl-4-yl)methyl)oxy)pyridine), [Br-].C(C)OC(CC[Zn+])=O (3-ethoxy-3-oxopropylzinc bromide), solution, C1CCOC1 (THF). The reagents and catalysts are C=1C=CC(=CC1)/C=C/C(=O)/C=C/C2=CC=CC=C2.C=1C=CC(=CC1)/C=C/C(=O)/C=C/C2=CC=CC=C2.[Pd] (bis(dibenzylideneacetone)palladium), CC(C)(C)P([C]1[CH][CH][CH][CH]1)C(C)(C)C.C1=CC=C(C=C1)[C]2[C]([C]([C]([C]2C3=CC=CC=C3)C4=CC=CC=C4)C5=CC=CC=C5)C6=CC=CC=C6.[Fe] (CTC-Q-Phos). Reaction conditions: temperature 80 celsius, time 5 minute. Yields the product CC(C)(C)C1=C(C=CC(=C1)COC1=NC=CC(=C1)CCC(=O)OC)C1=C(C=CC(=C1)OC)F (Methyl 3-(2-(((2-(1,1-dimethylethyl)-2′-fluoro-5′-(methyloxy)-1,1′-biphenyl-4-yl)methyl)oxy)-4-pyridinyl)propanoate). RXN SMILES: Br[C:2]1[CH:7]=[CH:6][N:5]=[C:4]([O:8][CH2:9][C:10]2[CH:15]=[CH:14][C:13]([C:16]3[CH:21]=[C:20]([O:22][CH3:23])[CH:19]=[CH:18][C:17]=3[F:24])=[C:12]([C:25]([CH3:28])([CH3:27])[CH3:26])[CH:11]=2)[CH:3]=1.C1COCC1.[Br-].[CH2:35]([O:37][C:38](=[O:42])[CH2:39][CH2:40][Zn+])C>C1C=CC(/C=C/C(/C=C/C2C=CC=CC=2)=O)=CC=1.C1C=CC(/C=C/C(/C=C/C2C=CC=CC=2)=O)=CC=1.[Pd].CC(P(C(C)(C)C)[C]1[CH][CH][CH][CH]1)(C)C.C1C=CC([C]2[C](C3C=CC=CC=3)[C](C3C=CC=CC=3)[C](C3C=CC=CC=3)[C]2C2C=CC=CC=2)=CC=1.[Fe]>[CH3:26][C:25]([C:12]1[CH:11]=[C:10]([CH2:9][O:8][C:4]2[CH:3]=[C:2]([CH2:40][CH2:39][C:38]([O:37][CH3:35])=[O:42])[CH:7]=[CH:6][N:5]=2)[CH:15]=[CH:14][C:13]=1[C:16]1[CH:21]=[C:20]([O:22][CH3:23])[CH:19]=[CH:18][C:17]=1[F:24])([CH3:28])[CH3:27] |f:2.3,4.5.6,7.8.9,^1:86,87,88,89,90,97,98,105,112,119|. Procedure details: To a sealed tube containing 72.2 (0.0980 g, 0.22 mmol), bis(dibenzylideneacetone)palladium (0.0068 g, 0.012 mmol), and CTC-Q-Phos (commercially available from Strem Chemicals.) (0.0083 g, 0.0116 mmol) was added dry THF (3.000 mL, 0.22 mmol). After about 5 minutes, 3-ethoxy-3-oxopropylzinc bromide, 0.5M solution in THF (1.000 mL, 0.50 mmol) was added dropwise. After 1 hour, the mixture was heated to 80° C. and monitored with TLC and LC-MS. After 16.5 hours, the reaction was cooled to room tempera... Starting materials: C([C@H]([C@H]([C@@H](C(=O)C=O)O)O)O)O (D-glucosone), C(C1C(C(C(C(=O)O1)O)O)O)O (D-glucono-δ-lactone). Product: C([C@H]([C@H]([C@@H](C(=O)C(=O)O)O)O)O)O (2-keto-D-gluconic acid), C([C@H]([C@@H]1C(=C(C(=O)O1)O)O)O)O (D-isoascorbic acid). RXN SMILES: [CH2:1]([OH:12])[C@@H:2]([OH:11])[C@@H:3]([OH:10])[C@H:4]([OH:9])[C:5]([CH:7]=[O:8])=[O:6].[CH2:13]([OH:24])[CH:14]1[O:20][C:18](=[O:19])[CH:17]([OH:21])[CH:16]([OH:22])[CH:15]1[OH:23]>>[CH2:1]([OH:12])[C@@H:2]([OH:11])[C@@H:3]([OH:10])[C@H:4]([OH:9])[C:5]([C:7]([OH:19])=[O:8])=[O:6].[CH2:16]([OH:22])[C@@H:15]([OH:23])[C@H:14]1[O:20][C:18](=[O:19])[C:17]([OH:21])=[C:13]1[OH:24]. Reported procedure: Very generally, the invention provides, in combination with a process employing hydrogen peroxide, a co-process which acts as a source of the hydrogen peroxide and provides, along with it, a useful co-product. D-glucose is enzymatically oxidized at one of the first and second carbons to produce hydrogen peroxide and an intermediate product. The other of the first and second carbons of the intermediate product is then enzymatically oxidized to produce hydrogen peroxide and 2-keto-D-gluconic acid.... Starting materials: NC=1C(=C(C(=O)OC)C=CC1Cl)NCCCO (methyl 3-amino-4-chloro-2-[(3-hydroxypropyl)amino]benzoate), C(C)C1=NC(=NC(=C1N=C=S)CC)C (4,6-diethyl-5-isothiocyanato-2-methylpyrimidine). The solvent is O1CCCC1 (tetrahydrofuran). Conditions: temperature 65 celsius, time 3 day. The product is ClC1=C(C(=C(C(=O)OC)C=C1)NCCCO)NC(NC=1C(=NC(=NC1CC)C)CC)=S (methyl 4-chloro-3-{[(4,6-diethyl-2-methylpyrimidin-5-yl)carbamothioyl]amino}-2-[(3-hydroxypropyl)amino]benzoate). Yield: 54.0%. Reaction SMILES: [NH2:1][C:2]1[C:3]([NH:13][CH2:14][CH2:15][CH2:16][OH:17])=[C:4]([CH:9]=[CH:10][C:11]=1[Cl:12])[C:5]([O:7][CH3:8])=[O:6].[CH2:18]([C:20]1[C:25]([N:26]=[C:27]=[S:28])=[C:24]([CH2:29][CH3:30])[N:23]=[C:22]([CH3:31])[N:21]=1)[CH3:19]>O1CCCC1>[Cl:12][C:11]1[CH:10]=[CH:9][C:4]([C:5]([O:7][CH3:8])=[O:6])=[C:3]([NH:13][CH2:14][CH2:15][CH2:16][OH:17])[C:2]=1[NH:1][C:27](=[S:28])[NH:26][C:25]1[C:24]([CH2:29][CH3:30])=[N:23][C:22]([CH3:31])=[N:21][C:20]=1[CH2:18][CH3:19]. Procedure details: A mixture of methyl 3-amino-4-chloro-2-[(3-hydroxypropyl)amino]benzoate (3.30 g, 12.8 mmol) and 4,6-diethyl-5-isothiocyanato-2-methylpyrimidine (5.28 g, 25.5 mmol) in tetrahydrofuran (25 mL) was stirred at 65° C. for 3 days. The mixture was concentrated in vacuo, and the residue was purified by flash column chromatography on silica gel eluting with a 50-100% ethyl acetate/n-hexane gradient mixture. The filtrate was concentrated in vacuo to give methyl 4-chloro-3-{[(4,6-diethyl-2-methylpyrimidin-... The reactants are CN1CCNCC1, CN1CCN(c2nc3cc(C(=O)Nc4nc(C5CCC5)cs4)ccn3c(=O)c2C=CC(=O)O)CC1, O=C1CC(=O)N2C=CC(C(=O)Nc3nc(C4CCC4)cs3)=CC2=N1. Product: CN1CCN(c2cc(=O)n3ccc(C(=O)Nc4nc(C5CCC5)cs4)cc3n2)CC1. As a reaction SMILES: [CH3:60][N:61]1[CH2:62][CH2:63][NH:64][CH2:65][CH2:66]1.[CH:1]1([c:5]2[n:6][c:7]([NH:10][C:11](=[O:12])[c:13]3[cH:14][c:15]4[n:16]([c:17](=[O:33])[c:18]([CH:28]=[CH:29][C:30]([OH:31])=[O:32])[c:19]([N:21]5[CH2:22][CH2:23][N:24]([CH3:27])[CH2:25][CH2:26]5)[n:20]4)[cH:34][cH:35]3)[s:8][cH:9]2)[CH2:2][CH2:3][CH2:4]1.[CH:36]1([c:37]2[n:38][c:39]([NH:40][C:41]([C:42]3=[CH:53][C:52]4=[N:51][C:49](=[O:50])[CH2:48][C:46](=[O:47])[N:45]4[CH:44]=[CH:43]3)=[O:54])[s:55][cH:56]2)[CH2:57][CH2:58][CH2:59]1>>[CH:1]1([c:5]2[n:6][c:7]([NH:10][C:11](=[O:12])[c:13]3[cH:14][c:15]4[n:16]([c:17](=[O:33])[cH:18][c:19]([N:21]5[CH2:22][CH2:23][N:24]([CH3:27])[CH2:25][CH2:26]5)[n:20]4)[cH:34][cH:35]3)[s:8][cH:9]2)[CH2:2][CH2:3][CH2:4]1.